From a dataset of the Open Reaction Database (ORD), a public repository of structured organic reaction records. describe an organic reaction: reactants, conditions, products, and yield The reactants are CN1C(N(CC1)CC#C)=O (1-methyl-3-(2-propynyl)-2-imidazolidinone), C(C)NCC (diethylamine), N1CCCC1 (pyrrolidine). The product is C(C)N(CC#CCN1C(N(C=C1)C)=O)CC (1-[4-(Diethylamino)-2-butynyl]-1,3-dihydro-3-methyl-2H-imidazol-2-one). RXN SMILES: [CH3:1][N:2]1[CH2:6][CH2:5][N:4]([CH2:7][C:8]#[CH:9])[C:3]1=[O:10].[CH2:11]([NH:13][CH2:14][CH3:15])[CH3:12].N1CCC[CH2:17]1>>[CH2:11]([N:13]([CH2:14][CH3:15])[CH2:17][C:9]#[C:8][CH2:7][N:4]1[CH:5]=[CH:6][N:2]([CH3:1])[C:3]1=[O:10])[CH3:12]. Procedure details: This product, a liquid, was prepared according to Example 1, Part B by substituting 1,3-dihydro-1-methyl-3-(2-propynyl)-2H-imidazol-2-one for 1-methyl-3-(2-propynyl)-2-imidazolidinone and diethylamine for pyrrolidine. Reactants: CCOCC, COc1ccc2c(Cl)ccnc2c1, Cl, [I-], [Na+], C1COCCO1. The product is COc1ccc2c(I)ccnc2c1. RXN SMILES: [CH3:23][CH2:24][O:25][CH2:26][CH3:27].[Cl:1][c:2]1[cH:3][cH:4][n:5][c:6]2[cH:7][c:8]([O:12][CH3:13])[cH:9][cH:10][c:11]12.[ClH:20].[I-:22].[Na+:21].[O:14]1[CH2:15][CH2:16][O:17][CH2:18][CH2:19]1>>[c:2]1([I:22])[cH:3][cH:4][n:5][c:6]2[cH:7][c:8]([O:12][CH3:13])[cH:9][cH:10][c:11]12. Reactants: Cl (HCl), O1CCOCC1 (dioxane), ClC=1SC2=C(N1)C=C(C=C2)F (2-Chloro-5-fluoro-1,3-benzothiazole), NC1=CC=C(C=C1)C1=CC=C(C=C1)C(=O)[C@H]1[C@@H](CCC1)C(=O)OC (methyl trans-2-[(4′-amino-1,1′-biphenyl-4-yl)carbonyl]cyclopentanecarboxylate). The solvent is C(CCC)O (1-butanol). Run at temperature 90 celsius. Yields the product FC=1C=CC2=C(N=C(S2)NC2=CC=C(C=C2)C2=CC=C(C=C2)C(=O)[C@H]2[C@@H](CCC2)C(=O)O)C1 (trans-2-({4′-[(5-Fluoro-1,3-benzothiazol-2-yl)amino]-1,1′-biphenyl-4-yl}carbonyl)cyclopentanecarboxylic acid), solid. Yield: 77.0%. RXN SMILES: Cl[C:2]1[S:3][C:4]2[CH:10]=[CH:9][C:8]([F:11])=[CH:7][C:5]=2[N:6]=1.[NH2:12][C:13]1[CH:18]=[CH:17][C:16]([C:19]2[CH:24]=[CH:23][C:22]([C:25]([C@@H:27]3[CH2:31][CH2:30][CH2:29][C@H:28]3[C:32]([O:34]C)=[O:33])=[O:26])=[CH:21][CH:20]=2)=[CH:15][CH:14]=1.Cl.O1CCOCC1>C(O)CCC>[F:11][C:8]1[CH:9]=[CH:10][C:4]2[S:3][C:2]([NH:12][C:13]3[CH:14]=[CH:15][C:16]([C:19]4[CH:24]=[CH:23][C:22]([C:25]([C@@H:27]5[CH2:31][CH2:30][CH2:29][C@H:28]5[C:32]([OH:34])=[O:33])=[O:26])=[CH:21][CH:20]=4)=[CH:17][CH:18]=3)=[N:6][C:5]=2[CH:7]=1. Procedure details: 2-Chloro-5-fluoro-1,3-benzothiazole (29 mg, 0.16 mmol) and methyl trans-2-[(4′-amino-1,1′-biphenyl-4-yl)carbonyl]cyclopentanecarboxylate (50 mg, 0.16 mmol) were combined in 1-butanol. The solution was treated with 4 M HCl in dioxane (4 μL, 0.016 mmol) and heated at 90° C. for 18 h. The reaction mixture was concentrated under reduced pressure. The residue was suspended in methanol, and the resulting solid was collected by filtration and dried in vacuo. The title compound was obtained as a pale ye... Starting materials: N(=NC(=O)OCC)C(=O)OCC (diethyl azodicarboxylate), O1CCCC1 (tetrahydrofuran), OC1=C(C(OC2=C1C=CC=C2)=O)C(C=CC2=CC(=CC=C2)NC(COC)=O)=O (4-hydroxy-3-[3-[3-(methoxyacetylamino)phenyl]-1-oxo-2-propenyl]-2H-1-benzopyran-2-one), C1(=CC=CC=C1)P(C1=CC=CC=C1)C1=CC=CC=C1 (triphenylphosphine). Solvent: C1(=CC=CC=C1)C (toluene), ClCCl (dichloromethane), CO (methanol). Run at time 40 minute. Product: COC1=C(C(OC2=C1C=CC=C2)=O)C(C=CC2=CC(=CC=C2)NC(COC)=O)=O (4-methoxy-3-[3-[3-(methoxyacetylamino)phenyl]-1-oxo-2-propenyl]-2H-1-benzopyran-2-one). Reaction SMILES: O1CCC[CH2:2]1.[OH:6][C:7]1[C:12]2[CH:13]=[CH:14][CH:15]=[CH:16][C:11]=2[O:10][C:9](=[O:17])[C:8]=1[C:18](=[O:33])[CH:19]=[CH:20][C:21]1[CH:26]=[CH:25][CH:24]=[C:23]([NH:27][C:28](=[O:32])[CH2:29][O:30][CH3:31])[CH:22]=1.C1(P(C2C=CC=CC=2)C2C=CC=CC=2)C=CC=CC=1.N(C(OCC)=O)=NC(OCC)=O>C1(C)C=CC=CC=1.CO.ClCCl>[CH3:2][O:6][C:7]1[C:12]2[CH:13]=[CH:14][CH:15]=[CH:16][C:11]=2[O:10][C:9](=[O:17])[C:8]=1[C:18](=[O:33])[CH:19]=[CH:20][C:21]1[CH:26]=[CH:25][CH:24]=[C:23]([NH:27][C:28](=[O:32])[CH2:29][O:30][CH3:31])[CH:22]=1. Procedure: To a mixture of 5 ml of tetrahydrofuran and 6 ml of dichloromethane were added 0.59 g of 4-hydroxy-3-[3-[3-(methoxyacetylamino)phenyl]-1-oxo-2-propenyl]-2H-1-benzopyran-2-one, 0.45 g of triphenylphosphine and 55 mg of methanol, and to the mixture was added dropwise 0.74 g of a 40% toluene solution of diethyl azodicarboxylate. The mixture was stirred at room temperature for 40 minutes, and the reaction mixture was concentrated under reduced pressure. The residue was subjected to silica gel column... Starting materials: C[Mg]Br (methyl magnesium bromide), C[C@]1([C@@H](C1)C(C)C1=CC=CC=C1)CC=O (2-[(1R*,2S*)-1-methyl-2-(1-phenylethyl)cyclopropyl]acetaldehyde), S(O)(O)(=O)=O (sulfuric acid). The solvent is O1CCCC1 (tetrahydrofuran). Conditions: time 30 minute. Yields the product C[C@]1([C@@H](C1)C(C)C1=CC=CC=C1)CC(C)O (1-[(1R*,2S*)-1-Methyl-2-(1-phenylethyl)cyclopropyl]propan-2-ol). Isolated yield 7.0%. As a reaction SMILES: [CH3:1][Mg]Br.[CH3:4][C@:5]1([CH2:16][CH:17]=[O:18])[CH2:7][C@H:6]1[CH:8]([C:10]1[CH:15]=[CH:14][CH:13]=[CH:12][CH:11]=1)[CH3:9].S(=O)(=O)(O)O>O1CCCC1>[CH3:4][C@:5]1([CH2:16][CH:17]([OH:18])[CH3:1])[CH2:7][C@H:6]1[CH:8]([C:10]1[CH:11]=[CH:12][CH:13]=[CH:14][CH:15]=1)[CH3:9]. Procedure details: Under a nitrogen atmosphere, methyl magnesium bromide (0.97 mol/L tetrahydrofuran solution, 3.0 ml, 2.9 mmol) was placed into a 30-ml flask equipped with a stirring apparatus, a dropping funnel, and a thermometer. In the dropping funnel, 2-[(1R*,2S*)-1-methyl-2-(1-phenylethyl)cyclopropyl]acetaldehyde (a diastereomer mixture with a component ratio of 1:2, 0.20 g, 0.99 mmol) and tetrahydrofuran (1 ml) were placed, and added dropwise in 5 minutes, with the temperature kept at 20° C. At the same tem... Starting materials: C/C(/C=O)=C\C(=C\C)\C (2,4-dimethyl-(E,E)-2,4-hexadienal), C/C(/C=O)=C\C (2-methyl-(E)-2-butenal), Wittig reagent, C(CCC)[Li] (butyllithium), [Br-].CC(\C=C\C)[P+](C1=CC=CC=C1)(C1=CC=CC=C1)C1=CC=CC=C1 ((1-Methyl-(E)-2-butenyl)triphenylphosphonium bromide). Run in O (Water), O (water), O1CCCC1 (tetrahydrofuran), CCCCCC (hexane). Product: C\C(=C/C)\C=C(\C=C(\C=C\C)/C)/C (3,5,7-Trimethyl-(E,E,E,E)-2,4,6,8-decatetraene). As a reaction SMILES: [Br-].[CH3:2]C([P+](C1C=CC=CC=1)(C1C=CC=CC=1)C1C=CC=CC=1)/C=C/C.[CH2:26]([Li])[CH2:27][CH2:28][CH3:29].[CH3:31]/[C:32](=[CH:35]\[C:36](\[CH3:39])=[CH:37]\[CH3:38])/[CH:33]=O.C/C(=C\C)/C=O>CCCCCC.O.O1CCCC1>[CH3:26]/[C:27](/[CH:31]=[C:32](\[CH3:33])/[CH:35]=[C:36](\[CH3:39])/[CH:37]=[CH:38]/[CH3:2])=[CH:28]\[CH3:29] |f:0.1|. Procedure details: (1-Methyl-(E)-2-butenyl)triphenylphosphonium bromide from Example 9 (0.62 g, 0.0015 mole) was added to a dry flask with 5 ml tetrahydrofuran. The flask was equipped with magnetic stirrer and septum; the reaction was carried out under nitrogen. The salt did not dissolve completely but became a sticky suspension. The mixture was cooled over ice, and butyllithium (2.5M in hexane) was added dropwise, with stirring, until the color change became permanent; then an additional 0.0015 mole was added. Th...